Task: describe an organic reaction: reactants, conditions, products, and yield. Dataset: the Open Reaction Database (ORD), a public repository of structured organic reaction records Reactants: [H-].[Na+] (sodium hydride), BrCCOC (1-bromo-2-methoxy-ethane), [H-].[Na+] (Sodium hydride), C(C)(C)C1=C(NC(=C1C(=O)OC)C)C(=O)OCC (2-ethyl 4-methyl 3-isopropyl-5-methyl-1H-pyrrole-2,4-dicarboxylate), CN(C=O)C (dimethylformamide), BrCCOC (1-Bromo-2-methoxy-ethane). Reaction conditions: time 30 minute. Product: C(C)(C)C1=C(N(C(=C1C(=O)OCC)C)CCOC)C(=O)OCC (diethyl 3-isopropyl-1-(2-methoxyethyl)-5-methyl-pyrrole-2,4-dicarboxylate). The yield is 100.0%. As a reaction SMILES: [H-].[Na+].[CH:3]([C:6]1[C:10]([C:11]([O:13][CH3:14])=[O:12])=[C:9]([CH3:15])[NH:8][C:7]=1[C:16]([O:18][CH2:19][CH3:20])=[O:17])([CH3:5])[CH3:4].Br[CH2:22][CH2:23][O:24][CH3:25].[CH3:26]N(C)C=O>>[CH:3]([C:6]1[C:10]([C:11]([O:13][CH2:14][CH3:26])=[O:12])=[C:9]([CH3:15])[N:8]([CH2:22][CH2:23][O:24][CH3:25])[C:7]=1[C:16]([O:18][CH2:19][CH3:20])=[O:17])([CH3:5])[CH3:4] |f:0.1|. Procedure details: Sodium hydride (55%; 555 mg, 12.7 mmol) was added to a solution of 2-ethyl 4-methyl 3-isopropyl-5-methyl-1H-pyrrole-2,4-dicarboxylate (1.8 g, 6.74 mmol) in dry dimethylformamide (10 mL) at 0-5° C. and stirred for 30 min. 1-Bromo-2-methoxy-ethane (1.0 mL, 10.1 mmol) was added dropwise to the mixture which was stirred at 90° C. for 2 h. Additional sodium hydride (55%; 275 mg, 6.37 mmol) was added followed by 1-bromo-2-methoxy-ethane (1.0 mL, 10.1 mmol) and stirring continued at 90° C. for 5 h. The... The reactants are C(C=C)OC(=O)C=1C=C2NC(CN(C2=CC1)C1CCN(CC1)C(=O)OC(C)(C)C)=O (1-(1-tert-butoxycarbonyl-piperidin-4-yl)-3-oxo-1,2,3,4-tetrahydro-quinoxaline-6-carboxylic acid allyl ester), Cl (HCl). The solvent is O1CCOCC1 (dioxane), O1CCOCC1 (dioxane). The product is Cl.Cl.C(C=C)OC(=O)C=1C=C2NC(CN(C2=CC1)C1CCNCC1)=O (3-Oxo-1-piperidin-4-yl-1,2,3,4-tetrahydro-quinoxaline-6-carboxylic acid allyl ester dihydrochloride). Reaction SMILES: [CH2:1]([O:4][C:5]([C:7]1[CH:8]=[C:9]2[C:14](=[CH:15][CH:16]=1)[N:13]([CH:17]1[CH2:22][CH2:21][N:20](C(OC(C)(C)C)=O)[CH2:19][CH2:18]1)[CH2:12][C:11](=[O:30])[NH:10]2)=[O:6])[CH:2]=[CH2:3].[ClH:31]>O1CCOCC1>[ClH:31].[ClH:31].[CH2:1]([O:4][C:5]([C:7]1[CH:8]=[C:9]2[C:14](=[CH:15][CH:16]=1)[N:13]([CH:17]1[CH2:22][CH2:21][NH:20][CH2:19][CH2:18]1)[CH2:12][C:11](=[O:30])[NH:10]2)=[O:6])[CH:2]=[CH2:3] |f:3.4.5|. Procedure details: A solution of 1-(1-tert-butoxycarbonyl-piperidin-4-yl)-3-oxo-1,2,3,4-tetrahydro-quinoxaline-6-carboxylic acid allyl ester (1.40 g, 3.37 mmol) in dioxane (20 mL) and 4 M HCl in dioxane (20 mL) was stirred at rt for 2 h. The solvent was removed under reduced pressure and the crude product used in the consecutive step without further purification assuming quantitative deprotection and formation of the dihydrochloride salt. MS (ISP): 316.1 [M+H]+. The reactants are C(C(C)(C)C)(=O)NC=1N=C(C2=C(N1)NCC(C2)CCC2=CC=C(C(=O)N[C@@H](CCC(=O)OCC)C(=O)OCC)C=C2)O (diethyl N-(4-[2-(2-pivaloylamino-4-hydroxy-5,6,7,8-tetrahydropyrido[2,3-d]-pyrimidin-6-yl)ethyl]benzoyl)-L-glutamate), [OH-].[Na+] (sodium hydroxide), CO (methanol). The solvent is C(C)(=O)O (acetic acid). Reaction conditions: time 70 hour. Product: NC=1N=C(C2=C(N1)NCC(C2)CCC2=CC=C(C(=O)N[C@@H](CCC(=O)O)C(=O)O)C=C2)O (N-(4-[2-(2-amino-4-hydroxy-5,6,7,8tetrahydropyrido-[2,3-d]pyrimidin-6-yl)ethyl]benzoyl)-L-glutamic acid). As a reaction SMILES: C([NH:7][C:8]1[N:9]=[C:10]([OH:42])[C:11]2[CH2:17][CH:16]([CH2:18][CH2:19][C:20]3[CH:41]=[CH:40][C:23]([C:24]([NH:26][C@H:27]([C:35]([O:37]CC)=[O:36])[CH2:28][CH2:29][C:30]([O:32]CC)=[O:31])=[O:25])=[CH:22][CH:21]=3)[CH2:15][NH:14][C:12]=2[N:13]=1)(=O)C(C)(C)C.[OH-].[Na+].CO>C(O)(=O)C>[NH2:7][C:8]1[N:9]=[C:10]([OH:42])[C:11]2[CH2:17][CH:16]([CH2:18][CH2:19][C:20]3[CH:21]=[CH:22][C:23]([C:24]([NH:26][C@H:27]([C:35]([OH:37])=[O:36])[CH2:28][CH2:29][C:30]([OH:32])=[O:31])=[O:25])=[CH:40][CH:41]=3)[CH2:15][NH:14][C:12]=2[N:13]=1 |f:1.2|. Procedure details: A mixture of 0.53 g of diethyl N-(4-[2-(2-pivaloylamino-4-hydroxy-5,6,7,8-tetrahydropyrido[2,3-d]-pyrimidin-6-yl)ethyl]benzoyl)-L-glutamate, 3 mL of 1N sodium hydroxide, and 50 mL of methanol is stirred at room temperature for 70 hours and then acidified with glacial acetic acid and filtered. The solid thus collected is washed with methanol and dried to yield N-(4-[2-(2-amino-4-hydroxy-5,6,7,8tetrahydropyrido-[2,3-d]pyrimidin-6-yl)ethyl]benzoyl)-L-glutamic acid, m.p. >250° C.; 1NMR (dTFA) delta ... Reactants: C(C)(C)(C)OC(=O)N1[C@@H](CCC1)C1=NC(=C(C(=C1C(=O)OCC)C=1N=NC(=CC1)C(=O)OCC)C(=O)OCC)CC1=CC=C(C=C1)F (Diethyl 2-[(2S)-1-(tert-butoxycarbonyl)pyrrolidinyl]-4-[6-(ethoxycarbonyl)-3-pyridazinyl]-6-(4-fluorobenzyl)-3,5-pyridinedicarboxylate). Solvent: mixture, FC(C(=O)O)(F)F (trifluoroacetic acid), ClCCl (dichloromethane). Run at time 1 hour. Yields the product C(C)OC(=O)C1=CC=C(N=N1)C1=C(C(=NC2=C1C(N1CCCC21)=O)CC2=CC=C(C=C2)F)C(=O)OCC (Ethyl 4-[6-(ethoxycarbonyl)-3-pyridazinyl]-2-(4-fluorobenzyl)-5-oxo-7,8,9,9a-tetrahydro-5H-pyrido[2,3-α]pyrrolizine-3-carboxylate). Yield: 71.9%. As a reaction SMILES: C([O:5][C:6]([N:8]1[CH2:12][CH2:11][CH2:10][C@H:9]1[C:13]1[C:18](C(OCC)=O)=[C:17]([C:24]2[N:25]=[N:26][C:27]([C:30]([O:32][CH2:33][CH3:34])=[O:31])=[CH:28][CH:29]=2)[C:16]([C:35]([O:37][CH2:38][CH3:39])=[O:36])=[C:15]([CH2:40][C:41]2[CH:46]=[CH:45][C:44]([F:47])=[CH:43][CH:42]=2)[N:14]=1)=O)(C)(C)C>FC(F)(F)C(O)=O.ClCCl>[CH2:33]([O:32][C:30]([C:27]1[N:26]=[N:25][C:24]([C:17]2[C:18]3[C:6](=[O:5])[N:8]4[CH:9]([C:13]=3[N:14]=[C:15]([CH2:40][C:41]3[CH:46]=[CH:45][C:44]([F:47])=[CH:43][CH:42]=3)[C:16]=2[C:35]([O:37][CH2:38][CH3:39])=[O:36])[CH2:10][CH2:11][CH2:12]4)=[CH:29][CH:28]=1)=[O:31])[CH3:34]. Procedure details: Diethyl 2-[(2S)-1-(tert-butoxycarbonyl)pyrrolidinyl]-4-[6-(ethoxycarbonyl)-3-pyridazinyl]-6-(4-fluorobenzyl)-3,5-pyridinedicarboxylate (E, 260 mg crude) was first dissolved in 15 ml mixture of trifluoroacetic acid and dichloromethane (2 to 1 ratio) and stirred for 1 hour followed by the removal of the solvent. To this residue, 15 ml of mixture of triethylamine and dichloromethane (1 to 2 ratio) was added and the mixture was stirred for 2 hours. Upon removal of the solvent, the residue was purifi... Starting materials: CN1CCCC1=O, CCN(C(C)C)C(C)C, O=C(Cl)CC1CCCC1, Nc1cc(-n2cnc(Nc3ccccc3)n2)ccn1. Product: O=C(CC1CCCC1)Nc1cc(-n2cnc(Nc3ccccc3)n2)ccn1. Reaction SMILES: [CH3:38][N:39]1[CH2:40][CH2:41][CH2:42][C:43]1=[O:44].[CH:20]([N:21]([CH2:22][CH3:23])[CH:24]([CH3:25])[CH3:26])([CH3:27])[CH3:28].[CH:29]1([CH2:34][C:35](=[O:36])[Cl:37])[CH2:30][CH2:31][CH2:32][CH2:33]1.[c:1]1([NH:7][c:8]2[n:9][n:10](-[c:13]3[cH:14][c:15]([NH2:19])[n:16][cH:17][cH:18]3)[cH:11][n:12]2)[cH:2][cH:3][cH:4][cH:5][cH:6]1>>[c:1]1([NH:7][c:8]2[n:9][n:10](-[c:13]3[cH:14][c:15]([NH:19][C:35]([CH2:34][CH:29]4[CH2:30][CH2:31][CH2:32][CH2:33]4)=[O:36])[n:16][cH:17][cH:18]3)[cH:11][n:12]2)[cH:2][cH:3][cH:4][cH:5][cH:6]1. The reactants are O1C(=CC=C1)C(=O)Cl (furoyl chloride), O.O.O.O.O.O.O.O.O.[S-2].[Na+].[Na+] (sodium sulfide nonahydrate), [OH-].[Na+] (sodium hydroxide). Run in O (water). Conditions: temperature 60 celsius, time 30 minute. Product: S1C(=CC=C1)C(=O)[O-].[Na+] (Sodium Thiofuroate). RXN SMILES: [OH2:1].O.O.O.O.O.O.O.O.[S-2:10].[Na+:11].[Na+].[O:13]1[CH:17]=[CH:16][CH:15]=[C:14]1[C:18](Cl)=O.[OH-].[Na+]>O>[S:10]1[CH:18]=[CH:14][CH:15]=[C:16]1[C:17]([O-:1])=[O:13].[Na+:11] |f:0.1.2.3.4.5.6.7.8.9.10.11,13.14,16.17|. Procedure details: 60.0 g (0.250 mole, 1.39 eq) of sodium sulfide nonahydrate is dissolved in 508 ml of water. The solution is degassed by applying vacuum and releasing with nitrogen. The pH of the solution is adjusted to pH 10 by adding.85% phosphoric acid. 17 ml of ethyl acetate is added. 22.0 ml (density =1.324 29.1 g, 0.223 mole, 1.24 eq) of furoyl chloride is added dropwise while maintaining the pH of the solution at pH 9.0 to 9.5 by adding 25% sodium hydroxide solution. The furoyl chloride is rinsed in with ...